Dataset: the Open Reaction Database (ORD), a public repository of structured organic reaction records. Task: describe an organic reaction: reactants, conditions, products, and yield Starting materials: ClC=1C(N(N=CC1Cl)CC(=C)C)=O (4,5-dichloro-2(2-methyl-2-propenyl)-3(2H)-pyridazinone), [Cl-].FC(F)(F)[NH3+] (trifluoromethyl ammonium chloride), Cl (hydrochloric acid). Solvent: C(Cl)(Cl)(Cl)Cl (carbon tetrachloride). Conditions: time 3 day. The product is ClC(CN1N=CC(=C(C1=O)Cl)Cl)(C)C (2-(2-chloro-2-methyl-propyl)-4,5-dichloro-3(2H)-pyridazinone). Isolated yield 2234.6%. RXN SMILES: [Cl:1][C:2]1[C:3](=[O:13])[N:4]([CH2:9][C:10]([CH3:12])=[CH2:11])[N:5]=[CH:6][C:7]=1[Cl:8].[Cl-:14].FC([NH3+])(F)F.Cl>C(Cl)(Cl)(Cl)Cl>[Cl:14][C:10]([CH3:12])([CH3:11])[CH2:9][N:4]1[C:3](=[O:13])[C:2]([Cl:1])=[C:7]([Cl:8])[CH:6]=[N:5]1 |f:1.2|. Procedure details: In 100 ml of carbon tetrachloride were dissolved 5 g of 4,5-dichloro-2(2-methyl-2-propenyl)-3(2H)-pyridazinone and 0.1 g of trifluoromethyl ammonium chloride, and thereto were added 30 ml of concentrated hydrochloric acid. The mixture solution was stirred for 3 days at room temperature. The organic layer was separated and washed with water, and dried over anhydrous sodium sulfate and freed of solvent by distillation under reduced pressure to give 4.7 g of the intended compound.